Dataset: the Open Reaction Database (ORD), a public repository of structured organic reaction records. Task: describe an organic reaction: reactants, conditions, products, and yield The reactants are [N+](=O)([O-])C1=CC=C(C=C1)OCCO (4-Nitro-(2-Hydroxyethoxy)benzene), S(=O)(Cl)Cl (thionyl chloride). As a reaction SMILES: [N+:1]([C:4]1[CH:9]=[CH:8][C:7]([O:10][CH2:11][CH2:12]O)=[CH:6][CH:5]=1)([O-:3])=[O:2].S(Cl)([Cl:16])=O>>[N+:1]([C:4]1[CH:9]=[CH:8][C:7]([O:10][CH2:11][CH2:12][Cl:16])=[CH:6][CH:5]=1)([O-:3])=[O:2]. Yields the product [N+](=O)([O-])C1=CC=C(C=C1)OCCCl (4-nitro-(2-chloroethoxy)benzene). Reported procedure: 4-Nitro-(2-Hydroxyethoxy)benzene (1.13 g, 6.2 mmol) in thionyl chloride (10 mL) is heated at reflux for 3 hours then concentrated in vacuo. After cooling the residue in an ice water bath, saturated aqueous sodium bicarbonate is added and the precipitate collected, rinsed with water, and dried to give 4-nitro-(2-chloroethoxy)benzene (909 mg). The reactants are C(#N)C1(CC1)NC([C@@H](N[C@H](C(F)(F)F)C1=CC=C(C=C1)C1=CC=C(C=C1)C(C(F)F)(C)O)CC(C)(C)F)=O (N1-(1-cyanocyclopropyl)-N2-{(1S)-1-[4′-(2,2-difluoro-1-hydroxy-1-methylethyl)biphenyl-4-yl]-2,2,2-trifluoroethyl-}-4-fluoro-L-leucinamide). Run in example 9, C(C)O (ethanol). Yields the product C(#N)C1(CC1)NC([C@@H](N[C@H](C(F)(F)F)C1=CC=C(C=C1)C1=CC=C(C=C1)[C@@](C(F)F)(C)O)CC(C)(C)F)=O (N1-(1-cyanocyclopropyl)-N2-((1S)-1-{4′-[(1R)-2,2-difluoro-1-hydroxy-1-methylethyl]biphenyl-4-yl}-2,2,2-trifluoroethyl)-4-fluoro-L-leucinamide). Reaction SMILES: [C:1]([C:3]1([NH:6][C:7](=[O:38])[C@H:8]([CH2:33][C:34]([F:37])([CH3:36])[CH3:35])[NH:9][C@@H:10]([C:15]2[CH:20]=[CH:19][C:18]([C:21]3[CH:26]=[CH:25][C:24]([C:27]([OH:32])([CH3:31])[CH:28]([F:30])[F:29])=[CH:23][CH:22]=3)=[CH:17][CH:16]=2)[C:11]([F:14])([F:13])[F:12])[CH2:5][CH2:4]1)#[N:2]>C(O)C>[C:1]([C:3]1([NH:6][C:7](=[O:38])[C@H:8]([CH2:33][C:34]([F:37])([CH3:35])[CH3:36])[NH:9][C@@H:10]([C:15]2[CH:20]=[CH:19][C:18]([C:21]3[CH:26]=[CH:25][C:24]([C@:27]([OH:32])([CH3:31])[CH:28]([F:30])[F:29])=[CH:23][CH:22]=3)=[CH:17][CH:16]=2)[C:11]([F:14])([F:13])[F:12])[CH2:5][CH2:4]1)#[N:2]. Reported procedure: The 1:1 diastereomeric mixture from step 2 in example 9 (80 mg) was dissolved in ethanol (2 mL). The mixture of compounds was resolved in ˜10 injections (10×200 μL) with a Chiralcel OD semi-preparative column (2 cm I.D.×25 cm) eluting with 32.5% 2-propanol in hexanes and a flow rate of 6 mL/min. The fast fractions eluted at 21-23 min were pooled and concentrated to give N1-(1-cyanocyclopropyl)-N2-((1S)-1-{4′-[(1R)-2,2-difluoro-1-hydroxy-1-methylethyl]biphenyl-4-yl}-2,2,2-trifluoroethyl)-4-fluoro... Yields the product CC1(C)OC(=O)C=C(CC(O)(C#Cc2ccc(C(C)(C)C#N)c(F)c2)C2CCCC2)O1. As a reaction SMILES: [Br:1][c:2]1[cH:3][c:4]([F:13])[c:5]([C:8]([C:9]#[N:10])([CH3:11])[CH3:12])[cH:6][cH:7]1.[CH:14]1([C:19]([CH2:20][C:21]2=[CH:22][C:23](=[O:29])[O:24][C:25]([CH3:27])([CH3:28])[O:26]2)([C:30]#[CH:31])[OH:32])[CH2:15][CH2:16][CH2:17][CH2:18]1.[CH:33]([NH:34][CH:35]([CH3:36])[CH3:37])([CH3:38])[CH3:39].[Cl-:45].[Cu:88][I:89].[NH4+:46].[O:40]=[CH:41][N:42]([CH3:43])[CH3:44].[Pd:47]([Cl:48])[Cl:49].[c:50]1([P:51]([c:52]2[cH:53][cH:54][cH:55][cH:56][cH:57]2)[c:58]2[cH:59][cH:60][cH:61][cH:62][cH:63]2)[cH:64][cH:65][cH:66][cH:67][cH:68]1.[c:69]1([P:70]([c:71]2[cH:72][cH:73][cH:74][cH:75][cH:76]2)[c:77]2[cH:78][cH:79][cH:80][cH:81][cH:82]2)[cH:83][cH:84][cH:85][cH:86][cH:87]1>>[c:2]1([C:31]#[C:30][C:19]([CH:14]2[CH2:15][CH2:16][CH2:17][CH2:18]2)([CH2:20][C:21]2=[CH:22][C:23](=[O:29])[O:24][C:25]([CH3:27])([CH3:28])[O:26]2)[OH:32])[cH:3][c:4]([F:13])[c:5]([C:8]([C:9]#[N:10])([CH3:11])[CH3:12])[cH:6][cH:7]1. The reactants are CC(C)(C#N)c1ccc(Br)cc1F, C#CC(O)(CC1=CC(=O)OC(C)(C)O1)C1CCCC1, CC(C)NC(C)C, [Cl-], [Cu]I, [NH4+], CN(C)C=O, Cl[Pd]Cl, c1ccc(P(c2ccccc2)c2ccccc2)cc1, c1ccc(P(c2ccccc2)c2ccccc2)cc1. Reactants: C(C=C)OC=1C=CC=C2C=CC=NC12 (8-allyloxyquinoline), I(=O)(=O)(=O)[O-].[Na+] (sodium periodate), C1CCOC1 (THF), CO (methanol). Isolated yield 29.4%. RXN SMILES: [CH2:1]([O:4][C:5]1[CH:6]=[CH:7][CH:8]=[C:9]2[C:14]=1[N:13]=[CH:12][CH:11]=[CH:10]2)[CH:2]=C.I([O-])(=O)(=O)=[O:16].[Na+].C1COCC1.CO>C(O)(C)(C)C.[Os](=O)(=O)(=O)=O.O>[N:13]1[C:14]2[C:9](=[CH:8][CH:7]=[CH:6][C:5]=2[O:4][CH2:1][CH:2]=[O:16])[CH:10]=[CH:11][CH:12]=1 |f:1.2|. Run in C(C)(C)(C)O (tert-butanol), O (water). Reagents/catalysts: [Os](=O)(=O)(=O)=O (osmium tetroxide). Product: N1=CC=CC2=CC=CC(=C12)OCC=O (8-Quinolinyloxyacetaldehyde). Reaction conditions: time 20 hour. Procedure details: A solution of osmium tetroxide (2.1 mmol) in tert-butanol (26 mL) was added to a stirred mixture of 8-allyloxyquinoline (3.7 g, 20 mmol), sodium periodate (15 g, 70 mmol), THF (90 mL), methanol (4 mL) and water (2 mL). The mixture was stirred at room temperature for 20 h, then was extracted with dichloromethane (100 mL). The aqueous layer was basified with the addition of sodium hydrogen carbonate then was extracted with dichloromethane (2×200 mL). The combined organic extracts were washed with ... The reactants are CCCOCc1ccc(C(=O)O)cc1, Cc1ccccc1, O=S(Cl)Cl, c1ccncc1. The product is CCCOCc1ccc(C(=O)Cl)cc1. Reaction SMILES: [CH2:1]([CH2:2][CH3:3])[O:4][CH2:5][c:6]1[cH:7][cH:8][c:9]([C:10](=[O:11])[OH:12])[cH:13][cH:14]1.[CH3:25][c:26]1[cH:27][cH:28][cH:29][cH:30][cH:31]1.[S:15]([Cl:16])([Cl:17])=[O:18].[cH:19]1[cH:20][cH:21][n:22][cH:23][cH:24]1>>[CH2:1]([CH2:2][CH3:3])[O:4][CH2:5][c:6]1[cH:7][cH:8][c:9]([C:10](=[O:11])[Cl:17])[cH:13][cH:14]1. The reactants are COC=1C=C(C=C2C=C(NC12)C=1SC(CN1)CC(=O)O)OC=1C=NC(=CC1)S(=O)(=O)C ([2-(7-methoxy-5-{[6-(methylsulfonyl)pyridin-3-yl]oxy}-1H-indol-2-yl)-4,5-dihydro-1,3-thiazol-5-yl]acetic acid), Cl.C(C)N=C=NCCCN(C)C (1-ethyl-3-(3-dimethylaminopropyl)carbodiimide hydrochloride), ON1N=NC2=C1C=CC=C2 (1-hydroxybenzotriazole), NC[C@H](C)O ((2S)-1-aminopropan-2-ol). Solvent: CN(C=O)C (N,N-dimethylformamide), O (Water). Reaction conditions: time 40 hour. Yields the product O[C@H](CNC(CC1CN=C(S1)C=1NC2=C(C=C(C=C2C1)OC=1C=NC(=CC1)S(=O)(=O)C)OC)=O)C (N-[(2S)-2-Hydroxypropyl]-2-[2-(7-methoxy-5-{[6-(methylsulfonyl)pyridin-3-yl]oxy}-1H-indol-2-yl)-4,5-dihydro-1,3-thiazol-5-yl]acetamide). The yield is 68.2%. As a reaction SMILES: [CH3:1][O:2][C:3]1[CH:4]=[C:5]([O:21][C:22]2[CH:23]=[N:24][C:25]([S:28]([CH3:31])(=[O:30])=[O:29])=[CH:26][CH:27]=2)[CH:6]=[C:7]2[C:11]=1[NH:10][C:9]([C:12]1[S:13][CH:14]([CH2:17][C:18]([OH:20])=O)[CH2:15][N:16]=1)=[CH:8]2.Cl.C(N=C=NCCCN(C)C)C.ON1C2C=CC=CC=2N=N1.[NH2:54][CH2:55][C@@H:56]([OH:58])[CH3:57]>O.CN(C)C=O>[OH:58][C@@H:56]([CH3:57])[CH2:55][NH:54][C:18](=[O:20])[CH2:17][CH:14]1[S:13][C:12]([C:9]2[NH:10][C:11]3[C:7]([CH:8]=2)=[CH:6][C:5]([O:21][C:22]2[CH:23]=[N:24][C:25]([S:28]([CH3:31])(=[O:29])=[O:30])=[CH:26][CH:27]=2)=[CH:4][C:3]=3[O:2][CH3:1])=[N:16][CH2:15]1 |f:1.2|. Procedure: A mixture of [2-(7-methoxy-5-{[6-(methylsulfonyl)pyridin-3-yl]oxy}-1H-indol-2-yl)-4,5-dihydro-1,3-thiazol-5-yl]acetic acid (300 mg), 1-ethyl-3-(3-dimethylaminopropyl)carbodiimide hydrochloride (190 mg), 1-hydroxybenzotriazole (130 mg), (2S)-1-aminopropan-2-ol (100 mg) and N,N-dimethylformamide (5 mL) was stirred at room temperature for 40 h. Water was added to the mixture and the resultant was extracted with ethyl acetate. The organic layer was washed successively with saturated aqueous sodium h... The reactants are C1=C(c2c[nH]c3ncccc23)CC2CCCN2C1, C1CCOC1, C[Si](C)(C)[N-][Si](C)(C)C, O=S(=O)(Cl)c1ccc(F)cc1, [Na+]. Product: O=S(=O)(c1ccc(F)cc1)n1cc(C2=CCN3CCCC3C2)c2cccnc21. RXN SMILES: [CH2:1]1[CH2:2][CH2:3][N:4]2[CH2:5][CH:6]=[C:7]([c:10]3[cH:11][nH:12][c:13]4[n:14][cH:15][cH:16][cH:17][c:18]34)[CH2:8][CH:9]12.[CH2:40]1[O:41][CH2:42][CH2:43][CH2:44]1.[CH3:31][Si:32]([N-:33][Si:34]([CH3:35])([CH3:36])[CH3:37])([CH3:38])[CH3:39].[F:19][c:20]1[cH:21][cH:22][c:23]([S:26](=[O:27])(=[O:28])[Cl:29])[cH:24][cH:25]1.[Na+:30]>>[CH2:1]1[CH2:2][CH2:3][N:4]2[CH2:5][CH:6]=[C:7]([c:10]3[cH:11][n:12]([S:26]([c:23]4[cH:22][cH:21][c:20]([F:19])[cH:25][cH:24]4)(=[O:27])=[O:28])[c:13]4[n:14][cH:15][cH:16][cH:17][c:18]34)[CH2:8][CH:9]12. Reactants: CC#N, CCC(CC)(c1ccc(C#C[Si](C)(C)C)c(C)c1)c1ccc(C(=O)OC)c(C)c1, [Cs+], [F-], O. Product: C#Cc1ccc(C(CC)(CC)c2ccc(C(=O)OC)c(C)c2)cc1C. As a reaction SMILES: [C:33](#[N:34])[CH3:35].[CH3:1][O:2][C:3]([c:4]1[c:5]([CH3:28])[cH:6][c:7]([C:10]([CH2:11][CH3:12])([c:13]2[cH:14][c:15]([CH3:25])[c:16]([C:19]#[C:20][Si:21]([CH3:22])([CH3:23])[CH3:24])[cH:17][cH:18]2)[CH2:26][CH3:27])[cH:8][cH:9]1)=[O:29].[Cs+:31].[F-:30].[OH2:32]>>[CH3:1][O:2][C:3]([c:4]1[c:5]([CH3:28])[cH:6][c:7]([C:10]([CH2:11][CH3:12])([c:13]2[cH:14][c:15]([CH3:25])[c:16]([C:19]#[CH:20])[cH:17][cH:18]2)[CH2:26][CH3:27])[cH:8][cH:9]1)=[O:29].